This data is from the Open Reaction Database (ORD), a public repository of structured organic reaction records. The task is: describe an organic reaction: reactants, conditions, products, and yield The reactants are FC1=CC=C(C(NCC(=O)O)=O)C=C1 (4-fluoro-hippuric acid), Cl.S1N=CC=C1C(C1=CC=CC=C1)N (rac-C-isothiazol-5-yl-C-phenyl-methylamine hydrochloride). The product is FC1=CC=C(C(=O)NCC(NC(C2=CC=CC=C2)C2=CC=NS2)=O)C=C1 (rac-4-Fluoro-N-{[(isothiazol-5-yl-phenyl-methyl)-carbamoyl]-methyl}-benzamide). RXN SMILES: [F:1][C:2]1[CH:14]=[CH:13][C:5]([C:6](=[O:12])[NH:7][CH2:8][C:9]([OH:11])=O)=[CH:4][CH:3]=1.Cl.[S:16]1[C:20]([CH:21]([NH2:28])[C:22]2[CH:27]=[CH:26][CH:25]=[CH:24][CH:23]=2)=[CH:19][CH:18]=[N:17]1>>[F:1][C:2]1[CH:3]=[CH:4][C:5]([C:6]([NH:7][CH2:8][C:9](=[O:11])[NH:28][CH:21]([C:20]2[S:16][N:17]=[CH:18][CH:19]=2)[C:22]2[CH:27]=[CH:26][CH:25]=[CH:24][CH:23]=2)=[O:12])=[CH:13][CH:14]=1 |f:1.2|. Reported procedure: Prepared in analogy to example 1.1 from 4-fluoro-hippuric acid (CA [366-79-0]) and rac-C-isothiazol-5-yl-C-phenyl-methylamine hydrochloride (example 4.9). Reactants: [Br-], CI, CCCC[N+](CCCC)(CCCC)CCCC, Cc1ccccc1, CSc1nnc(-c2ccccc2)c(=O)n1N, [Na+], [OH-]. The product is CNn1c(SC)nnc(-c2ccccc2)c1=O. Reaction SMILES: [Br-:21].[CH3:17][I:18].[CH3:22][CH2:23][CH2:24][CH2:25][N+:26]([CH2:27][CH2:28][CH2:29][CH3:30])([CH2:31][CH2:32][CH2:33][CH3:34])[CH2:35][CH2:36][CH2:37][CH3:38].[CH3:39][c:40]1[cH:41][cH:42][cH:43][cH:44][cH:45]1.[NH2:1][n:2]1[c:3]([S:15][CH3:16])[n:4][n:5][c:6](-[c:9]2[cH:10][cH:11][cH:12][cH:13][cH:14]2)[c:7]1=[O:8].[Na+:20].[OH-:19]>>[NH:1]([n:2]1[c:3]([S:15][CH3:16])[n:4][n:5][c:6](-[c:9]2[cH:10][cH:11][cH:12][cH:13][cH:14]2)[c:7]1=[O:8])[CH3:17]. Starting materials: C1CCOC1, CO, [K+], [OH-], O, CC(NC(=O)OCc1ccccc1)C(O)c1ccncc1. Product: CC1NC(=O)OC1c1ccccc1. Reaction SMILES: [CH2:26]1[O:27][CH2:28][CH2:29][CH2:30]1.[CH3:24][OH:25].[K+:23].[OH-:22].[OH2:31].[OH:1][CH:2]([CH:3]([CH3:4])[NH:5][C:6]([O:7][CH2:8][c:9]1[cH:10][cH:11][cH:12][cH:13][cH:14]1)=[O:15])[c:16]1[cH:17][cH:18][n:19][cH:20][cH:21]1>>[CH:3]1([CH3:4])[NH:5][C:6](=[O:15])[O:7][CH:8]1[c:9]1[cH:10][cH:11][cH:12][cH:13][cH:14]1. Reaction SMILES: [NH2:1][NH:2][C:3]([NH2:5])=S.Cl.[Cl:7][CH:8]([C:14]([CH3:16])=O)[C:9]([O:11][CH2:12][CH3:13])=[O:10].[S]>C(O)C.O>[ClH:7].[NH2:5][C:3]1[C:8]([C:9]([O:11][CH2:12][CH3:13])=[O:10])=[C:14]([CH3:16])[NH:1][N:2]=1 |f:6.7,^3:16|. Product: Cl.NC1=NNC(=C1C(=O)OCC)C (3-Amino-5-methyl-1H-pyrazole-4-carboxylic acid, ethyl ester, hydrochloride). The solvent is C(C)O (ethanol), O (water). Procedure details: A stirred mixture of 9.1 g (0.1 mole) of 3-thiosemicarbazide and 1 mL of concentrated hydrochloride acid in 150 mL of absolute ethanol was cooled to 0° C. in an ice bath and 16.5 g (0.1 mole) of ethyl 2-chloroacetoacetate was added dropwise. The thiosemicarbazide dissolved as the reaction mixture was allowed to slowly come to ambient temperature, it then became yellow and a new precipitate formed. The reaction mixture was heated at reflux for 3 hr. All the material had not dissolved so the react... Reaction conditions: temperature 0 celsius. The yield is 55.9%. The reactants are NNC(=S)N (3-thiosemicarbazide), Cl (hydrochloride), NNC(=S)N (thiosemicarbazide), Cl (hydrochloric acid), ClC(C(=O)OCC)C(=O)C (ethyl 2-chloroacetoacetate), [S] (sulfur). Starting materials: C1OC=2C(=CC3=C(C2)NC2=C3C3=C(C=4C5=CC(=CC=C5N(C24)[C@H]2[C@H](O)[C@@H](O)[C@H](O)[C@H](O2)CO)O)C(N(C3=O)CO)=O)OC1 (2,3-Ethylenedioxy-6-hydroxymethyl-9-hydroxy-12-(β-D-glucopyranosyl)-6,7,12,13-tetrahydroindolo[2,3-a]pyrrolo[3,4-c]carbazole-5,7-dione), [NH4+].[OH-] (NH4OH). The solvent is CO (MeOH). Conditions: time 3 hour. Yields the product C1OC=2C(=CC3=C(C2)NC2=C3C3=C(C=4C5=CC(=CC=C5N(C24)[C@H]2[C@H](O)[C@@H](O)[C@H](O)[C@H](O2)CO)O)C(NC3=O)=O)OC1 (2,3-Ethylenedioxy-9-hydroxy-12-(β-D-glucopyranosyl)-6,7,12,13-tetrahydroindolo[2,3-a]pyrrolo[3,4-c]carbazole-5,7-dione). As a reaction SMILES: [CH2:1]1[CH2:43][O:42][C:4]2=[CH:5][C:6]3[C:11]4[C:12]5[C:37](=[O:38])[N:36](CO)[C:35](=[O:41])[C:13]=5[C:14]5[C:15]6[C:20]([N:21]([C@@H:23]7[O:31][C@H:30]([CH2:32][OH:33])[C@@H:28]([OH:29])[C@H:26]([OH:27])[C@H:24]7[OH:25])[C:22]=5[C:10]=4[NH:9][C:7]=3[CH:8]=[C:3]2[O:2]1)=[CH:19][CH:18]=[C:17]([OH:34])[CH:16]=6.[NH4+].[OH-]>CO>[CH2:1]1[CH2:43][O:42][C:4]2=[CH:5][C:6]3[C:11]4[C:12]5[C:37](=[O:38])[NH:36][C:35](=[O:41])[C:13]=5[C:14]5[C:15]6[C:20]([N:21]([C@@H:23]7[O:31][C@H:30]([CH2:32][OH:33])[C@@H:28]([OH:29])[C@H:26]([OH:27])[C@H:24]7[OH:25])[C:22]=5[C:10]=4[NH:9][C:7]=3[CH:8]=[C:3]2[O:2]1)=[CH:19][CH:18]=[C:17]([OH:34])[CH:16]=6 |f:1.2|. Reported procedure: To a solution of 9 (5.0 mg, 0.00845 mmol) in MeOH (0.5 mL) was added NH4OH (1.5 mL). The mixture was stirred at ambient temperature for 3 hours, then concentrated in vacuo to give a crude solid. Recrystallization with MeOH/hexane/CHCl3 afforded 4.3 mg (90.5%) as a yellow solid. The reactants are CCO, [H][H], O=[N+]([O-])c1ccc(S(=O)(=O)N2CCN(c3ccccn3)CC2)cc1. Product: Nc1ccc(S(=O)(=O)N2CCN(c3ccccn3)CC2)cc1. Reaction SMILES: [CH3:27][CH2:28][OH:29].[H:25][H:26].[N+:1]([O-:2])(=[O:3])[c:4]1[cH:5][cH:6][c:7]([S:10](=[O:11])(=[O:12])[N:13]2[CH2:14][CH2:15][N:16]([c:19]3[n:20][cH:21][cH:22][cH:23][cH:24]3)[CH2:17][CH2:18]2)[cH:8][cH:9]1>>[NH2:1][c:4]1[cH:5][cH:6][c:7]([S:10](=[O:11])(=[O:12])[N:13]2[CH2:14][CH2:15][N:16]([c:19]3[n:20][cH:21][cH:22][cH:23][cH:24]3)[CH2:17][CH2:18]2)[cH:8][cH:9]1. Starting materials: CCOC(=O)c1cnc(CCc2cncnc2)c(-c2ccc(C(F)(F)F)cc2)c1, COC(=O)c1cnc(CCc2cncnc2)c(-c2ccc(C(F)(F)F)cc2)c1, CO, Cl, [Li+], C1COCCO1, C1CCOC1, [OH-]. Product: O=C(O)c1cnc(CCc2cncnc2)c(-c2ccc(C(F)(F)F)cc2)c1. RXN SMILES: [CH2:3]([CH3:4])[O:5][C:6]([c:7]1[cH:8][n:9][c:10]([CH2:23][CH2:24][c:25]2[cH:26][n:27][cH:28][n:29][cH:30]2)[c:11](-[c:13]2[cH:14][cH:15][c:16]([C:19]([F:20])([F:21])[F:22])[cH:17][cH:18]2)[cH:12]1)=[O:31].[CH3:32][O:33][C:34](=[O:35])[c:36]1[cH:37][c:38](-[c:39]2[cH:40][cH:41][c:42]([C:43]([F:44])([F:45])[F:46])[cH:47][cH:48]2)[c:49]([CH2:50][CH2:51][c:52]2[cH:53][n:54][cH:55][n:56][cH:57]2)[n:58][cH:59]1.[CH3:72][OH:73].[ClH:60].[Li+:1].[O:61]1[CH2:62][CH2:63][O:64][CH2:65][CH2:66]1.[O:67]1[CH2:68][CH2:69][CH2:70][CH2:71]1.[OH-:2]>>[O:5]=[C:6]([c:7]1[cH:8][n:9][c:10]([CH2:23][CH2:24][c:25]2[cH:26][n:27][cH:28][n:29][cH:30]2)[c:11](-[c:13]2[cH:14][cH:15][c:16]([C:19]([F:20])([F:21])[F:22])[cH:17][cH:18]2)[cH:12]1)[OH:31]. Reactants: C1CCNCC1, CN(C)C=O, CCOCC, COc1ccc(Oc2c(Cl)cc(-n3ncc(=O)[nH]c3=O)cc2Cl)cc1S(=O)(=O)Cl. The product is COc1ccc(Oc2c(Cl)cc(-n3ncc(=O)[nH]c3=O)cc2Cl)cc1S(=O)(=O)N1CCCCC1. Reaction SMILES: [CH2:30]1[CH2:31][CH2:32][NH:33][CH2:34][CH2:35]1.[CH3:36][N:37]([CH3:38])[CH:39]=[O:40].[CH3:41][CH2:42][O:43][CH2:44][CH3:45].[Cl:1][c:2]1[cH:3][c:4](-[n:22]2[n:23][cH:24][c:25](=[O:29])[nH:26][c:27]2=[O:28])[cH:5][c:6]([Cl:21])[c:7]1[O:8][c:9]1[cH:10][c:11]([S:17](=[O:18])(=[O:19])[Cl:20])[c:12]([O:15][CH3:16])[cH:13][cH:14]1>>[Cl:1][c:2]1[cH:3][c:4](-[n:22]2[n:23][cH:24][c:25](=[O:29])[nH:26][c:27]2=[O:28])[cH:5][c:6]([Cl:21])[c:7]1[O:8][c:9]1[cH:10][c:11]([S:17](=[O:18])(=[O:19])[N:33]2[CH2:32][CH2:31][CH2:30][CH2:35][CH2:34]2)[c:12]([O:15][CH3:16])[cH:13][cH:14]1. The reactants are Brc1ccccc1, CN(C)c1ccncc1, Clc1ccnc2cc(I)sc12, Cn1c(Nc2ccccc2)ncc(-c2cc(F)c(O)cc2F)c1=O. Product: Cn1c(Nc2ccccc2)ncc(-c2cc(F)c(Oc3ccnc4cc(I)sc34)cc2F)c1=O. RXN SMILES: [Br:45][c:46]1[cH:47][cH:48][cH:49][cH:50][cH:51]1.[CH3:36][N:37]([c:38]1[cH:39][cH:40][n:41][cH:42][cH:43]1)[CH3:44].[Cl:25][c:26]1[c:27]2[c:28]([n:29][cH:30][cH:31]1)[cH:32][c:33]([I:35])[s:34]2.[F:1][c:2]1[c:3](-[c:10]2[c:11](=[O:24])[n:12]([CH3:23])[c:13]([NH:16][c:17]3[cH:18][cH:19][cH:20][cH:21][cH:22]3)[n:14][cH:15]2)[cH:4][c:5]([F:9])[c:6]([OH:8])[cH:7]1>>[F:1][c:2]1[c:3](-[c:10]2[c:11](=[O:24])[n:12]([CH3:23])[c:13]([NH:16][c:17]3[cH:18][cH:19][cH:20][cH:21][cH:22]3)[n:14][cH:15]2)[cH:4][c:5]([F:9])[c:6]([O:8][c:26]2[c:27]3[c:28]([n:29][cH:30][cH:31]2)[cH:32][c:33]([I:35])[s:34]3)[cH:7]1. Starting materials: ClC1=CC(=C(N)C=C1)[N+](=O)[O-] (4-chloro-2-nitroaniline), aqueous solution, N(=O)[O-].[Na+] (sodium nitrite), NC(=O)N (urea), [I-].[K+] (potassium iodide). The solvent is Cl (HCl). Conditions: time 45 minute. The product is [N+](=O)([O-])C1=C(C=CC(=C1)Cl)I (2-Nitro-4-chloroiodobenzene). RXN SMILES: N([O-])=O.[Na+].[Cl:5][C:6]1[CH:12]=[CH:11][C:9](N)=[C:8]([N+:13]([O-:15])=[O:14])[CH:7]=1.NC(N)=O.[I-:20].[K+]>Cl>[N+:13]([C:8]1[CH:7]=[C:6]([Cl:5])[CH:12]=[CH:11][C:9]=1[I:20])([O-:15])=[O:14] |f:0.1,4.5|. Procedure: A 1M aqueous solution of sodium nitrite (50 milliliters (mL)) was added dropwise to a cold (3° C.) stirred mixture of 4-chloro-2-nitroaniline (8.63 grams (g), 50 millimoles (mmol)) in 6M HCl (150 mL) over a 45 minute (min) period with subsequent addition of about 5 g of urea during 30 min. An aqueous solution of potassium iodide (60 mL, 1M) was dripped into the resulting orange solution over a period of 35 min at 5° C. After an additional 45 min, the desired product, which had separated from sol...